Dataset: the Open Reaction Database (ORD), a public repository of structured organic reaction records. Task: describe an organic reaction: reactants, conditions, products, and yield The reactants are C1(=CC=CC=C1)C(SC1CC(N1C(Cl)C(=O)OCC1=CC=CC=C1)=O)(C1=CC=CC=C1)C1=CC=CC=C1 (4-(triphenylmethylthio)-1-(benzyloxycarbonylchloromethyl)azetidin-2-one), C1(=CC=CC=C1)P(C1=CC=CC=C1)C1=CC=CC=C1 (triphenylphosphine). Solvent: CN(C)C=O (DMF), ice water. Product: C1(=CC=CC=C1)C(SC1CC(N1C(=P(C1=CC=CC=C1)(C1=CC=CC=C1)C1=CC=CC=C1)C(=O)OCC1=CC=CC=C1)=O)(C1=CC=CC=C1)C1=CC=CC=C1 (4-(Triphenylmethylthio)-1-[(benzyloxycarbonyl)triphenylphosphoranylidenemethyl]azetidin-2-one). As a reaction SMILES: [C:1]1([C:7]([C:32]2[CH:37]=[CH:36][CH:35]=[CH:34][CH:33]=2)([C:26]2[CH:31]=[CH:30][CH:29]=[CH:28][CH:27]=2)[S:8][CH:9]2[N:12]([CH:13]([C:15]([O:17][CH2:18][C:19]3[CH:24]=[CH:23][CH:22]=[CH:21][CH:20]=3)=[O:16])Cl)[C:11](=[O:25])[CH2:10]2)[CH:6]=[CH:5][CH:4]=[CH:3][CH:2]=1.[C:38]1([P:44]([C:51]2[CH:56]=[CH:55][CH:54]=[CH:53][CH:52]=2)[C:45]2[CH:50]=[CH:49][CH:48]=[CH:47][CH:46]=2)[CH:43]=[CH:42][CH:41]=[CH:40][CH:39]=1>CN(C=O)C>[C:1]1([C:7]([C:32]2[CH:37]=[CH:36][CH:35]=[CH:34][CH:33]=2)([C:26]2[CH:31]=[CH:30][CH:29]=[CH:28][CH:27]=2)[S:8][CH:9]2[N:12]([C:13]([C:15]([O:17][CH2:18][C:19]3[CH:24]=[CH:23][CH:22]=[CH:21][CH:20]=3)=[O:16])=[P:44]([C:45]3[CH:46]=[CH:47][CH:48]=[CH:49][CH:50]=3)([C:51]3[CH:56]=[CH:55][CH:54]=[CH:53][CH:52]=3)[C:38]3[CH:39]=[CH:40][CH:41]=[CH:42][CH:43]=3)[C:11](=[O:25])[CH2:10]2)[CH:6]=[CH:5][CH:4]=[CH:3][CH:2]=1. Procedure: A solution of 4-(triphenylmethylthio)-1-(benzyloxycarbonylchloromethyl)azetidin-2-one (850 mg), triphenylphosphine (640 mg) and 2,6-butidine (210 μl) in DMF (50 ml) was heated at 80° C. under nitrogen for 24 hours. The reaction was then cooled, diluted with ice water and extracted with ethyl acetate (2×100 ml). The ethyl acetate extracts were washed with water and brine, dried (Na2SO4) and evaporated. The residue was flash chromatographed with a solvent gradient of 15 to 60% ethyl acetate/hexane... The reactants are ClC=1C=NC=2N(C1)N=C(C2)C(=O)O (6-chloro-pyrazolo[1,5-a]pyrimidine-2-carboxylic acid), COC1=CC=C(C=N1)C1=CC=C2CCNC(C2=C1)C (7-(6-Methoxy-pyridin-3-yl)-1-methyl-1,2,3,4-tetrahydro-isoquinoline). Yields the product ClC=1C=NC=2N(C1)N=C(C2)C(=O)N2C(C1=CC(=CC=C1CC2)C=2C=NC(=CC2)OC)C ((6-Chloro-pyrazolo[1,5-a]pyrimidin-2-yl)-[7-(6-methoxy-pyridin-3-yl)-1-methyl-3,4-dihydro-1H-isoquinolin-2-yl]-methanone). RXN SMILES: [Cl:1][C:2]1[CH:3]=[N:4][C:5]2[N:6]([N:8]=[C:9]([C:11]([OH:13])=O)[CH:10]=2)[CH:7]=1.[CH3:14][O:15][C:16]1[N:21]=[CH:20][C:19]([C:22]2[CH:31]=[C:30]3[C:25]([CH2:26][CH2:27][NH:28][CH:29]3[CH3:32])=[CH:24][CH:23]=2)=[CH:18][CH:17]=1>>[Cl:1][C:2]1[CH:3]=[N:4][C:5]2[N:6]([N:8]=[C:9]([C:11]([N:28]3[CH2:27][CH2:26][C:25]4[C:30](=[CH:31][C:22]([C:19]5[CH:20]=[N:21][C:16]([O:15][CH3:14])=[CH:17][CH:18]=5)=[CH:23][CH:24]=4)[CH:29]3[CH3:32])=[O:13])[CH:10]=2)[CH:7]=1. Procedure: In close analogy to the procedure described in Example 1, 6-chloro-pyrazolo[1,5-a]pyrimidine-2-carboxylic acid is reacted with 7-(6-Methoxy-pyridin-3-yl)-1-methyl-1,2,3,4-tetrahydro-isoquinoline to provide the title compound in moderate yield. Reactants: [Na], [Na], Cc1ccc(OS(=O)(=O)c2cccc(NS(=O)(=O)c3cc(O)c4ccc(NC(=O)Nc5ccc6c(O)cc(S(=O)(=O)O)cc6c5)cc4c3)c2)cc1, O=C(Nc1ccc2ccc(S(=O)(=O)O)cc2c1)Nc1ccc2ccc(S(=O)(=O)Nc3cccc(S(=O)(=O)O)c3)cc2c1. The product is O=C(Nc1ccc2c(O)cc(S(=O)(=O)O)cc2c1)Nc1ccc2c(O)cc(S(=O)(=O)Nc3cccc(S(=O)(=O)O)c3)cc2c1. As a reaction SMILES: [Na:52].[Na:53].[OH:1][c:2]1[cH:3][c:4]([S:48](=[O:49])(=[O:50])[OH:51])[cH:5][c:6]2[cH:7][c:8]([NH:12][C:13](=[O:14])[NH:15][c:16]3[cH:17][c:18]4[cH:19][c:20]([S:27](=[O:28])(=[O:29])[NH:30][c:31]5[cH:32][c:33]([S:37](=[O:38])(=[O:39])[O:40][c:41]6[cH:42][cH:43][c:44]([CH3:45])[cH:46][cH:47]6)[cH:34][cH:35][cH:36]5)[cH:21][c:22]([OH:26])[c:23]4[cH:24][cH:25]3)[cH:9][cH:10][c:11]12.[S:54]([c:55]1[cH:56][c:57]([NH:58][S:59]([c:60]2[cH:61][c:62]3[c:63]([cH:64][cH:65][c:66]([NH:67][C:68]([NH:69][c:70]4[cH:71][c:72]5[c:73]([cH:74][cH:75][c:76]([S:77]([OH:78])(=[O:79])=[O:80])[cH:81]5)[cH:82][cH:83]4)=[O:84])[cH:85]3)[cH:86][cH:87]2)(=[O:88])=[O:89])[cH:90][cH:91][cH:92]1)([OH:93])(=[O:94])=[O:95]>>[OH:1][c:2]1[cH:3][c:4]([S:48](=[O:49])(=[O:50])[OH:51])[cH:5][c:6]2[cH:7][c:8]([NH:12][C:13](=[O:14])[NH:15][c:16]3[cH:17][c:18]4[cH:19][c:20]([S:27](=[O:28])(=[O:29])[NH:30][c:31]5[cH:32][c:33]([S:37](=[O:38])(=[O:39])[OH:40])[cH:34][cH:35][cH:36]5)[cH:21][c:22]([OH:26])[c:23]4[cH:24][cH:25]3)[cH:9][cH:10][c:11]12. Run at time 8 hour. Reaction SMILES: [F-].C([N+](CCCC)(CCCC)CCCC)CCC.[C:19]([O:23][C:24](=[O:42])[NH:25][C:26]1[CH:31]=[CH:30][C:29]([C:32](C)(C)[O:33][SiH2]C(C)(C)C)=[C:28]([CH3:41])[N:27]=1)([CH3:22])([CH3:21])[CH3:20].O>C1COCC1>[C:19]([O:23][C:24](=[O:42])[NH:25][C:26]1[CH:31]=[CH:30][C:29]([CH2:32][OH:33])=[C:28]([CH3:41])[N:27]=1)([CH3:22])([CH3:21])[CH3:20] |f:0.1|. Yield: 80.6%. Run in C1CCOC1 (THF). The product is C(C)(C)(C)OC(NC1=NC(=C(C=C1)CO)C)=O ((5-hydroxymethyl-6-methyl-pyridin-2-yl)-carbamic acid tert-butyl ester). Procedure: Tetrabutylammonium fluoride (19.6 g, 62.4 mmol) was added to a solution of [5-(tert-butyl-dimethyl-silanyloxymethyl)-6-methyl-pyridin-2-yl]-carbamic acid tert-butyl ester (10.5 g, 31.23 mmol) in THF (100 mL) and stirred at room temperature overnight. Water was added and the product extracted with chloroform. The organic phase was dried and concentrated under reduced pressure. Flash chromatography (MeOH/CH2Cl2, 2.5:77.5) gave (5-hydroxymethyl-6-methyl-pyridin-2-yl)-carbamic acid tert-butyl ester ... Reactants: [F-].C(CCC)[N+](CCCC)(CCCC)CCCC (Tetrabutylammonium fluoride), C(C)(C)(C)OC(NC1=NC(=C(C=C1)C(O[SiH2]C(C)(C)C)(C)C)C)=O ([5-(tert-butyl-dimethyl-silanyloxymethyl)-6-methyl-pyridin-2-yl]-carbamic acid tert-butyl ester), O (Water).